describe an organic reaction: reactants, conditions, products, and yield From a dataset of the Open Reaction Database (ORD), a public repository of structured organic reaction records. The reactants are C1(=CC=C(C=C1)S(=O)(=O)Cl)C (p-toluenesulfonyl chloride), Cl (hydrochloric acid), C(#N)C(CO)(CCC)C ((-)-2-cyano-2-methylpentanol). Run in N1=CC=CC=C1 (pyridine). Reaction conditions: time 6 hour. Reaction SMILES: [C:1]1([CH3:11])[CH:6]=[CH:5][C:4]([S:7](Cl)(=[O:9])=[O:8])=[CH:3][CH:2]=1.Cl.[C:13]([C:15]([CH3:21])([CH2:18][CH2:19][CH3:20])[CH2:16][OH:17])#[N:14]>N1C=CC=CC=1>[C:1]1([CH3:11])[CH:6]=[CH:5][C:4]([S:7]([O:17][CH2:16][C:15]([C:13]#[N:14])([CH3:21])[CH2:18][CH2:19][CH3:20])(=[O:9])=[O:8])=[CH:3][CH:2]=1. Procedure details: In a round-bottomed flask, 1.35 mg (10.6 mM) of (-)-2-cyano-2-methylpentanol was dissolved in 2.52 g of dry pyridine. The mixture was placed on an ice bath, and 2.22 g (11.7 mM) of p-toluenesulfonyl chloride was added, followed by 6 hours of stirring at room temperature. After the reaction, 10 ml of 6N-hydrochloric acid was added, followed by 3 times of extraction with 15 ml of diethyl ether. The extract was dried overnight on anhydrous sodium sulfate, followed by distilling-off of the solvent a... Yields the product C1(=CC=C(C=C1)S(=O)(=O)OCC(CCC)(C)C#N)C ((-)-2-cyano-2-methylpentyl p-toluenesulfonate). Reactants: CC(C)(C)[O-], [Cl-], COc1cccc2c(CCl)coc12, [K+], [NH4+], CN(C)C=O, SC(c1ccccc1)c1ccccc1. Product: COc1cccc2c(CSC(c3ccccc3)c3ccccc3)coc12. Reaction SMILES: [CH3:15][C:16]([CH3:17])([O-:18])[CH3:19].[Cl-:34].[Cl:21][CH2:22][c:23]1[cH:24][o:25][c:26]2[c:27]1[cH:28][cH:29][cH:30][c:31]2[O:32][CH3:33].[K+:20].[NH4+:35].[O:36]=[CH:37][N:38]([CH3:39])[CH3:40].[c:1]1([CH:7]([SH:8])[c:9]2[cH:10][cH:11][cH:12][cH:13][cH:14]2)[cH:2][cH:3][cH:4][cH:5][cH:6]1>>[c:1]1([CH:7]([S:8][CH2:22][c:23]2[cH:24][o:25][c:26]3[c:27]2[cH:28][cH:29][cH:30][c:31]3[O:32][CH3:33])[c:9]2[cH:10][cH:11][cH:12][cH:13][cH:14]2)[cH:2][cH:3][cH:4][cH:5][cH:6]1. The reactants are C(C)(=O)C(C(=O)OC)=CC=1SC=CC1 (methyl 2-acetyl-3-(2-thienyl)acrylate), NC1=NNC=N1 (3-amino-1,2,4-triazole). Solvent: C(C)O (ethanol). Yields the product COC(=O)C1=C(NC=2N(C1C=1SC=CC1)N=CN2)C (6-methoxycarbonyl-5-methyl-7-(2-thienyl)-4,7-dihydro-1,2,4-triazolo[1,5-a]pyrimidine). Yield: 44.9%. Reaction SMILES: [C:1]([C:4](=[CH:9][C:10]1[S:11][CH:12]=[CH:13][CH:14]=1)[C:5]([O:7][CH3:8])=[O:6])(=O)[CH3:2].[NH2:15][C:16]1[N:20]=[CH:19][NH:18][N:17]=1>C(O)C>[CH3:8][O:7][C:5]([C:4]1[CH:9]([C:10]2[S:11][CH:12]=[CH:13][CH:14]=2)[N:17]2[N:18]=[CH:19][N:20]=[C:16]2[NH:15][C:1]=1[CH3:2])=[O:6]. Procedure details: A mixture of 50 g of methyl 2-acetyl-3-(2-thienyl)acrylate, 20 g of 3-amino-1,2,4-triazole and 300 ml of ethanol is heated under reflux for 4 hours. The precipitated white crystals are collected by filtration to give 29.5 g of 6-methoxycarbonyl-5-methyl-7-(2-thienyl)-4,7-dihydro-1,2,4-triazolo[1,5-a]pyrimidine, melting at 239°-240° C. Reactants: NC1=C(C=C(C=C1)N1C[C@H](CCC1)C(=O)N1CCN(CC1)C)OC ([(S)-1-(4-Amino-3-methoxy-phenyl)-piperidin-3-yl]-(4-methyl-piperazin-1-yl)-methanone), CN1CCN(CC1)C(=O)N1CCC(CC1)C1=CC=C(C=C1)[N+](=O)[O-] ((4-Methyl-piperazin-1-yl)-[4-(4-nitro-phenyl)-piperidin-1-yl]-methanone). Product: NC1=CC=C(C=C1)C1CCN(CC1)C(=O)N1CCN(CC1)C ([4-(4-Amino-phenyl)-piperidin-1-yl]-(4-methyl-piperazin-1-yl)-methanone). As a reaction SMILES: NC1C=CC(N2CCC[C@H](C(N3CCN(C)CC3)=O)C2)=CC=1OC.[CH3:25][N:26]1[CH2:31][CH2:30][N:29]([C:32]([N:34]2[CH2:39][CH2:38][CH:37]([C:40]3[CH:45]=[CH:44][C:43]([N+:46]([O-])=O)=[CH:42][CH:41]=3)[CH2:36][CH2:35]2)=[O:33])[CH2:28][CH2:27]1>>[NH2:46][C:43]1[CH:44]=[CH:45][C:40]([CH:37]2[CH2:38][CH2:39][N:34]([C:32]([N:29]3[CH2:30][CH2:31][N:26]([CH3:25])[CH2:27][CH2:28]3)=[O:33])[CH2:35][CH2:36]2)=[CH:41][CH:42]=1. Procedure details: [4-(4-Amino-phenyl)-piperidin-1-yl]-(4-methyl-piperazin-1-yl)-methanone was prepared in an analogous fashion to [(S)-1-(4-Amino-3-methoxy-phenyl)-piperidin-3-yl]-(4-methyl-piperazin-1-yl)-methanone of Example 460c replacing [(S)-1-(3-Methoxy-4-nitro-phenyl)-piperidin-3-yl]-(4-methyl-piperazin-1-yl)-methanone with (4-Methyl-piperazin-1-yl)-[4-(4-nitro-phenyl)-piperidin-1-yl]-methanone.